From a dataset of the Open Reaction Database (ORD), a public repository of structured organic reaction records. describe an organic reaction: reactants, conditions, products, and yield The yield is 67.3%. Run at time 8 hour. Reported procedure: 4-Methoxybenzenesulfonyl chloride (0.04 mL, 0.26 mmol) was added to a solution of 3-chloro-6,7,8,9-tetrahydro-5H-dipyrido[2,3-b;3′,4′-d]pyrrole (50 mg, 0.24 mmol) in pyridine (2 mL), and the reaction was stirred overnight at room temperature. The reaction mixture was added to water (20 mL), and the resulting precipitate was filtered and dried under vacuum to provide 39 (61 mg, 67% yield) as a yellow solid. LC-MS (M+H=379, obsd.=379). Product: ClC1=CC2=C(NC3=C2CN(CC3)S(=O)(=O)C3=CC=C(C=C3)OC)N=C1 (3-Chloro-6-(4-methoxy-benzenesulfonyl)-6,7,8,9-tetrahydro-5H-dipyrido[2,3-b;3′,4′-d]pyrrole). Starting materials: COC1=CC=C(C=C1)S(=O)(=O)Cl (4-Methoxybenzenesulfonyl chloride), ClC1=CC2=C(NC3=C2CNCC3)N=C1 (3-chloro-6,7,8,9-tetrahydro-5H-dipyrido[2,3-b;3′,4′-d]pyrrole), O (water). RXN SMILES: [CH3:1][O:2][C:3]1[CH:8]=[CH:7][C:6]([S:9](Cl)(=[O:11])=[O:10])=[CH:5][CH:4]=1.[Cl:13][C:14]1[CH:26]=[N:25][C:17]2[NH:18][C:19]3[CH2:24][CH2:23][NH:22][CH2:21][C:20]=3[C:16]=2[CH:15]=1.O>N1C=CC=CC=1>[Cl:13][C:14]1[CH:26]=[N:25][C:17]2[NH:18][C:19]3[CH2:24][CH2:23][N:22]([S:9]([C:6]4[CH:7]=[CH:8][C:3]([O:2][CH3:1])=[CH:4][CH:5]=4)(=[O:11])=[O:10])[CH2:21][C:20]=3[C:16]=2[CH:15]=1. The solvent is N1=CC=CC=C1 (pyridine). Reactants: O(C)C1=CC=C(CN)C=C1 (4-methoxylbenzylamine), C(C)(C)(C)OC(=O)C1=C(C=CC=C1)C1=CC=C(C=C1)CN1C(=C(C2=CC(=CC=C12)C(=O)O)C)C (1-((2′-(tert-butoxycarbonyl)biphenyl-4-yl)methyl)-2,3-dimethyl-1H-indole-5-carboxylic acid). Product: COC1=CC=C(CNC(=O)C=2C=C3C(=C(N(C3=CC2)CC2=CC=C(C=C2)C=2C(=CC=CC2)C(=O)O)C)C)C=C1 (4′-((5-(4-methoxybenzylcarbamoyl)-2,3-dimethyl-1H-indol-1-yl)methyl)biphenyl-2-carboxylic acid). Reaction SMILES: [O:1]([C:3]1[CH:10]=[CH:9][C:6]([CH2:7][NH2:8])=[CH:5][CH:4]=1)[CH3:2].C([O:15][C:16]([C:18]1[CH:23]=[CH:22][CH:21]=[CH:20][C:19]=1[C:24]1[CH:29]=[CH:28][C:27]([CH2:30][N:31]2[C:39]3[C:34](=[CH:35][C:36]([C:40](O)=[O:41])=[CH:37][CH:38]=3)[C:33]([CH3:43])=[C:32]2[CH3:44])=[CH:26][CH:25]=1)=[O:17])(C)(C)C>>[CH3:2][O:1][C:3]1[CH:10]=[CH:9][C:6]([CH2:7][NH:8][C:40]([C:36]2[CH:35]=[C:34]3[C:39](=[CH:38][CH:37]=2)[N:31]([CH2:30][C:27]2[CH:26]=[CH:25][C:24]([C:19]4[C:18]([C:16]([OH:17])=[O:15])=[CH:23][CH:22]=[CH:21][CH:20]=4)=[CH:29][CH:28]=2)[C:32]([CH3:44])=[C:33]3[CH3:43])=[O:41])=[CH:5][CH:4]=1. Procedure: The title compound was prepared following the same general protocol as described in Steps 8-9, Example 1, using 4-methoxylbenzylamine and 1-((2′-(tert-butoxycarbonyl)biphenyl-4-yl)methyl)-2,3-dimethyl-1H-indole-5-carboxylic acid. Starting materials: BrCC=1C=C(C(=O)OC)C=CC1 (methyl 3-(bromomethyl)benzoate), C1(=CC=CC=C1)B(O)O (phenylboronic acid), C([O-])([O-])=O.[Na+].[Na+] (sodium carbonate). The reagents and catalysts are C=1C=CC(=CC1)[P](C=2C=CC=CC2)(C=3C=CC=CC3)[Pd]([P](C=4C=CC=CC4)(C=5C=CC=CC5)C=6C=CC=CC6)([P](C=7C=CC=CC7)(C=8C=CC=CC8)C=9C=CC=CC9)[P](C=1C=CC=CC1)(C=1C=CC=CC1)C=1C=CC=CC1 (tetrakis(triphenylphosphine)palladium(0)). The solvent is O (water), C(OC)COC (dimethoxyethane), ClCCl (dichloromethane). The product is C(C1=CC=CC=C1)C=1C=C(C(=O)OC)C=CC1 (methyl 3-benzylbenzoate). The yield is 84.2%. As a reaction SMILES: Br[CH2:2][C:3]1[CH:4]=[C:5]([CH:10]=[CH:11][CH:12]=1)[C:6]([O:8][CH3:9])=[O:7].[C:13]1(B(O)O)[CH:18]=[CH:17][CH:16]=[CH:15][CH:14]=1.C(=O)([O-])[O-].[Na+].[Na+]>O.C(COC)OC.ClCCl.C1C=CC([P]([Pd]([P](C2C=CC=CC=2)(C2C=CC=CC=2)C2C=CC=CC=2)([P](C2C=CC=CC=2)(C2C=CC=CC=2)C2C=CC=CC=2)[P](C2C=CC=CC=2)(C2C=CC=CC=2)C2C=CC=CC=2)(C2C=CC=CC=2)C2C=CC=CC=2)=CC=1>[CH2:2]([C:3]1[CH:4]=[C:5]([CH:10]=[CH:11][CH:12]=1)[C:6]([O:8][CH3:9])=[O:7])[C:13]1[CH:18]=[CH:17][CH:16]=[CH:15][CH:14]=1 |f:2.3.4,^1:41,43,62,81|. Reported procedure: A mixture of methyl 3-(bromomethyl)benzoate (1.50 g; 6.35 mmol), phenylboronic acid (0.790 g; 6.35 mmol), sodium carbonate (1.35 g; 12.70 mmol), and tetrakis(triphenylphosphine)palladium(0) (0.074 g; 0.063 mmol) in water (4 mL) and dimethoxyethane (12 mL) was irradiated in a microwave oven at 130° C. for 10 minutes. The mixture was diluted with dichloromethane and washed with a saturated aqueous solution of sodium bicarbonate. The organic layer was concentrated under reduced pressure and the cru... Isolated yield 55.1%. Conditions: time 30 minute. Product: C1(=CC=CC=C1)C(=O)CC1=NC=CC=C1 (2-pyridylmethyl phenyl ketone). The solvent is O1CCCC1 (tetrahydrofuran), O1CCCC1 (tetrahydrofuran), C(C)(=O)O (acetic acid). Starting materials: C(C1=CC=CC=C1)(=O)OCC (ethyl benzoate), CC1=NC=CC=C1 (2-methylpyridine), CCCCCC (hexane), C(CCC)[Li] (n-butyllithium). As a reaction SMILES: [CH3:1][C:2]1[CH:7]=[CH:6][CH:5]=[CH:4][N:3]=1.CCCCCC.C([Li])CCC.[C:19](OCC)(=[O:26])[C:20]1[CH:25]=[CH:24][CH:23]=[CH:22][CH:21]=1>O1CCCC1.C(O)(=O)C>[C:20]1([C:19]([CH2:1][C:2]2[CH:7]=[CH:6][CH:5]=[CH:4][N:3]=2)=[O:26])[CH:25]=[CH:24][CH:23]=[CH:22][CH:21]=1. Procedure details: To a solution of 2-methylpyridine (9.31 g) in tetrahydrofuran (200 ml) was added a 1.5M hexane solution of n-butyllithium (73.3 ml) at -20° C. The resulting solution was stirred for 30 minutes at room temperature and added to a solution of ethyl benzoate (15.02 g) in tetrahydrofuran (100 ml) at -60° C. After stirring for 2 hours at -60° C., acetic acid (15 ml) was added and the resulting mixture was allowed to warm to room temperature and concentrated in vacuo. The residue was dissolved in ethyl...